From a dataset of the Open Reaction Database (ORD), a public repository of structured organic reaction records. describe an organic reaction: reactants, conditions, products, and yield Starting materials: CN(C)C=O, CNC(=O)N1CC[NH2+]CC1, CS(C)=O, CCN(C(C)C)C(C)C, [Cl-], Cc1c(CCl)ccnc1Nc1ncc(C#N)s1, ClCCl, Cc1c(CO)ccnc1Nc1ncc(C#N)s1, O=P(Cl)(Cl)Cl. The product is CNC(=O)N1CCN(Cc2ccnc(Nc3ncc(C#N)s3)c2C)CC1. RXN SMILES: [CH3:18][N:19]([CH3:20])[CH:21]=[O:22].[CH3:46][NH:47][C:48](=[O:49])[N:50]1[CH2:51][CH2:52][NH2+:53][CH2:54][CH2:55]1.[CH3:68][S:69]([CH3:70])=[O:71].[CH:56]([N:57]([CH:58]([CH3:59])[CH3:60])[CH2:61][CH3:62])([CH3:63])[CH3:64].[Cl-:45].[Cl:28][CH2:29][c:30]1[cH:31][cH:32][n:33][c:34]([NH:35][c:36]2[s:37][c:38]([C:39]#[N:40])[cH:41][n:42]2)[c:43]1[CH3:44].[Cl:65][CH2:66][Cl:67].[OH:1][CH2:2][c:3]1[c:4]([CH3:17])[c:5]([NH:9][c:10]2[s:11][c:12]([C:15]#[N:16])[cH:13][n:14]2)[n:6][cH:7][cH:8]1.[P:23]([Cl:24])([Cl:25])([Cl:26])=[O:27]>>[CH2:2]([c:3]1[c:4]([CH3:17])[c:5]([NH:9][c:10]2[s:11][c:12]([C:15]#[N:16])[cH:13][n:14]2)[n:6][cH:7][cH:8]1)[N:53]1[CH2:52][CH2:51][N:50]([C:48]([NH:47][CH3:46])=[O:49])[CH2:55][CH2:54]1. Reactants: ClN1C(CCC1=O)=O (N-Chlorosuccinimide), FC(OC1=C(C(=NN1C)C(F)(F)F)CSC=1OC=CN1)F (2-({[5-(Difluoromethoxy)-1-methyl-3-(trifluoromethyl)-1H-pyrazol-4-yl]methyl}sulfanyl)-1,3-oxazole), O (water). Run in CN(C=O)C (dimethylformamide). The product is ClC1=CN=C(O1)SCC=1C(=NN(C1OC(F)F)C)C(F)(F)F (5-Chloro-2-({[5-(difluoromethoxy)-1-methyl-3-(trifluoromethyl)-1H-pyrazol-4-yl]methyl}sulfanyl)-1,3-oxazole). Reaction SMILES: [F:1][CH:2]([F:21])[O:3][C:4]1[N:8]([CH3:9])[N:7]=[C:6]([C:10]([F:13])([F:12])[F:11])[C:5]=1[CH2:14][S:15][C:16]1[O:17][CH:18]=[CH:19][N:20]=1.[Cl:22]N1C(=O)CCC1=O.O>CN(C)C=O>[Cl:22][C:18]1[O:17][C:16]([S:15][CH2:14][C:5]2[C:6]([C:10]([F:12])([F:13])[F:11])=[N:7][N:8]([CH3:9])[C:4]=2[O:3][CH:2]([F:1])[F:21])=[N:20][CH:19]=1. Procedure details: 2-({[5-(Difluoromethoxy)-1-methyl-3-(trifluoromethyl)-1H-pyrazol-4-yl]methyl}sulfanyl)-1,3-oxazole (1.02 g, 3 mmol) is initially charged in 15 ml of dimethylformamide. N-Chlorosuccinimide (0.550 g, 4 mmol) is then added a little at a time with stirring. The mixture is stirred at 40° C. for a further 4 hours. For work-up, the reaction mixture is added to water and extracted twice with dichloromethane, and the extracts are then washed with water and finally with saturated NaCl solution. The combin...